Dataset: the Open Reaction Database (ORD), a public repository of structured organic reaction records. Task: describe an organic reaction: reactants, conditions, products, and yield The reactants are CC1=C(N=C(N1)C1=CC=CC=C1)CC(=O)O (5-methyl-2-phenylimidazole-4-acetic acid), C(C)O (ethanol), C1(=CC=C(C=C1)S(=O)(=O)O)C (p-toluenesulfonic acid), C1=CC=CC=C1 (benzene). Solvent: O (water). Product: CC1=C(N=C(N1)C1=CC=CC=C1)CC(=O)OCC (ethyl 5-methyl-2-phenylimidazole-4-acetate). As a reaction SMILES: [CH3:1][C:2]1[NH:6][C:5]([C:7]2[CH:12]=[CH:11][CH:10]=[CH:9][CH:8]=2)=[N:4][C:3]=1[CH2:13][C:14]([OH:16])=[O:15].[CH2:17](O)[CH3:18].C1(C)C=CC(S(O)(=O)=O)=CC=1.C1C=CC=CC=1>O>[CH3:1][C:2]1[NH:6][C:5]([C:7]2[CH:12]=[CH:11][CH:10]=[CH:9][CH:8]=2)=[N:4][C:3]=1[CH2:13][C:14]([O:16][CH2:17][CH3:18])=[O:15]. Procedure details: About 40 g of 5-methyl-2-phenylimidazole-4-acetic acid, 100 ml of absolute ethanol, 1 g of p-toluenesulfonic acid and 650 ml of benzene is heated under reflux with azeotropic removal of water overnight (about 15 hours). The reaction mixture is filtered, washed with sodium bicarbonate solution, dried over anhydrous magnesium sulfate and the solvent evaporated in vacuo to yield the product, ethyl 5-methyl-2-phenylimidazole-4-acetate. Starting materials: CCc1c(C(=O)C(N)=O)c2c(OCC(=O)OC)nc(S(C)(=O)=O)nc2n1Cc1ccccc1, [H-], [Na+], C1CCOC1, Sc1ccccc1. The product is CCc1c(C(=O)C(N)=O)c2c(OCC(=O)OC)nc(Sc3ccccc3)nc2n1Cc1ccccc1. RXN SMILES: [CH3:10][O:11][C:12]([CH2:13][O:14][c:15]1[c:16]2[c:17]([n:18][c:19]([S:21]([CH3:22])(=[O:23])=[O:24])[n:20]1)[n:25]([CH2:35][c:36]1[cH:37][cH:38][cH:39][cH:40][cH:41]1)[c:26]([CH2:33][CH3:34])[c:27]2[C:28]([C:29](=[O:30])[NH2:31])=[O:32])=[O:42].[H-:1].[Na+:2].[O:43]1[CH2:44][CH2:45][CH2:46][CH2:47]1.[SH:3][c:4]1[cH:5][cH:6][cH:7][cH:8][cH:9]1>>[S:3]([c:4]1[cH:5][cH:6][cH:7][cH:8][cH:9]1)[c:19]1[n:18][c:17]2[c:16]([c:15]([O:14][CH2:13][C:12]([O:11][CH3:10])=[O:42])[n:20]1)[c:27]([C:28]([C:29](=[O:30])[NH2:31])=[O:32])[c:26]([CH2:33][CH3:34])[n:25]2[CH2:35][c:36]1[cH:37][cH:38][cH:39][cH:40][cH:41]1. Reactants: CCc1cc(NC(=O)OC(C)(C)C)c(NC(=O)CC(=O)c2cccc(-c3ccc(C4CC4)nc3)c2)cc1C(F)(F)F, ClCCl, O=C(O)C(F)(F)F. The product is CCc1cc2c(cc1C(F)(F)F)NC(=O)CC(c1cccc(-c3ccc(C4CC4)nc3)c1)=N2. RXN SMILES: [C:1]([O:2][C:3](=[O:4])[NH:7][c:8]1[c:9]([NH:20][C:21]([CH2:22][C:23](=[O:5])[c:25]2[cH:26][c:27](-[c:31]3[cH:32][n:33][c:34]([CH:37]4[CH2:38][CH2:39]4)[cH:35][cH:36]3)[cH:28][cH:29][cH:30]2)=[O:40])[cH:10][c:11]([C:16]([F:17])([F:18])[F:19])[c:12]([CH2:14][CH3:15])[cH:13]1)([CH3:6])([CH3:24])[CH3:41].[Cl:49][CH2:50][Cl:51].[F:42][C:43]([F:44])([F:45])[C:46]([OH:47])=[O:48]>>[N:7]1=[C:23]([c:25]2[cH:26][c:27](-[c:31]3[cH:32][n:33][c:34]([CH:37]4[CH2:38][CH2:39]4)[cH:35][cH:36]3)[cH:28][cH:29][cH:30]2)[CH2:22][C:21](=[O:40])[NH:20][c:9]2[c:8]1[cH:13][c:12]([CH2:14][CH3:15])[c:11]([C:16]([F:17])([F:18])[F:19])[cH:10]2. The reactants are BrC=1C(=NC=C(C1)Br)C#N (3,5-dibromo-2-pyridinecarbonitrile), [Cl-].ClC1=C(C[Zn+])C(=CC=C1)Cl (2,6-dichlorobenzyl zinc chloride). The reagents and catalysts are C1(=CC=CC=C1)P(C1=CC=CC=C1)C1=CC=CC=C1.C1(=CC=CC=C1)P(C1=CC=CC=C1)C1=CC=CC=C1.C1(=CC=CC=C1)P(C1=CC=CC=C1)C1=CC=CC=C1.C1(=CC=CC=C1)P(C1=CC=CC=C1)C1=CC=CC=C1.[Pd] (palladium tetrakis(triphenylphosphine)). Solvent: O (water), O1CCCC1 (tetrahydrofuran). Conditions: temperature 85 celsius. Product: BrC=1C(=NC=C(C1)CC1=C(C=CC=C1Cl)Cl)C#N (3-bromo-5-(2,6-dichlorobenzyl)picolinonitrile). RXN SMILES: [Br:1][C:2]1[C:3]([C:9]#[N:10])=[N:4][CH:5]=[C:6](Br)[CH:7]=1.[Cl-].[Cl:12][C:13]1[CH:20]=[CH:19][CH:18]=[C:17]([Cl:21])[C:14]=1[CH2:15][Zn+]>O1CCCC1.O.C1(P(C2C=CC=CC=2)C2C=CC=CC=2)C=CC=CC=1.C1(P(C2C=CC=CC=2)C2C=CC=CC=2)C=CC=CC=1.C1(P(C2C=CC=CC=2)C2C=CC=CC=2)C=CC=CC=1.C1(P(C2C=CC=CC=2)C2C=CC=CC=2)C=CC=CC=1.[Pd]>[Br:1][C:2]1[C:3]([C:9]#[N:10])=[N:4][CH:5]=[C:6]([CH2:15][C:14]2[C:13]([Cl:12])=[CH:20][CH:19]=[CH:18][C:17]=2[Cl:21])[CH:7]=1 |f:1.2,5.6.7.8.9|. Procedure: A solution of the product of EXAMPLE 1A (4.52 g, 15.34 mmol) in tetrahydrofuran (75 mL) was treated with palladium tetrakis(triphenylphosphine) (0.887 g, 0767 mmol) and 2,6-dichlorobenzyl zinc chloride (46 mL, 0.5M in tetrahydrofuran). The mixture was heated at 85° C. for 1 hour. After cooling to ambient temperature, the mixture was diluted with water and extracted with ethyl acetate. The organics were washed with brine, dried (sodium sulfate), filtered and concentrated under reduced pressure. P... Reactants: ClC1=NC2=CC(=CC=C2N=C1)OC (2-chloro-7-methoxy-quinoxaline), C(C)(C)(C)OC(NC1CCN(CC1)CC(COC)O)=O ([1-(2-hydroxy-3-methoxy-propyl)-piperidin-4-yl]-carbamic acid tert-butyl ester), O=C1CSC2=C(N1)C=C(C=C2)C(=O)O (3-oxo-3,4-dihydro-2H-benzo[1,4]thiazine-6-carboxylic acid). The product is COCC(CN1CCC(CC1)NC(=O)C=1C=CC2=C(NC(CS2)=O)C1)OC1=NC2=CC(=CC=C2N=C1)OC (3-oxo-3,4-dihydro-2H-benzo[1,4]thiazine-6-carboxylic acid {1-[3-methoxy-2-(7-methoxy-quinoxalin-2-yloxy)-propyl]-piperidin-4-yl}-amide). As a reaction SMILES: Cl[C:2]1[CH:11]=[N:10][C:9]2[C:4](=[CH:5][C:6]([O:12][CH3:13])=[CH:7][CH:8]=2)[N:3]=1.C(O[C:19](=[O:33])[NH:20][CH:21]1[CH2:26][CH2:25][N:24]([CH2:27][CH:28]([OH:32])[CH2:29][O:30][CH3:31])[CH2:23][CH2:22]1)(C)(C)C.[O:34]=[C:35]1[NH:40][C:39]2[CH:41]=[C:42](C(O)=O)[CH:43]=[CH:44][C:38]=2[S:37][CH2:36]1>>[CH3:31][O:30][CH2:29][CH:28]([O:32][C:2]1[CH:11]=[N:10][C:9]2[C:4](=[CH:5][C:6]([O:12][CH3:13])=[CH:7][CH:8]=2)[N:3]=1)[CH2:27][N:24]1[CH2:23][CH2:22][CH:21]([NH:20][C:19]([C:42]2[CH:43]=[CH:44][C:38]3[S:37][CH2:36][C:35](=[O:34])[NH:40][C:39]=3[CH:41]=2)=[O:33])[CH2:26][CH2:25]1. Reported procedure: The title compound is prepared as an off-white lyophilizated powder following Scheme 1 and in analogy to Example 1 using 2-chloro-7-methoxy-quinoxaline, [1-(2-hydroxy-3-methoxy-propyl)-piperidin-4-yl]-carbamic acid tert-butyl ester and 3-oxo-3,4-dihydro-2H-benzo[1,4]thiazine-6-carboxylic acid as starting materials. Reactants: O[C@@H]1C[C@H](N(C1)S(=O)(=O)C1=CC2=CC=CC=C2C=C1)C(=O)O ((2S,4R)-4-hydroxy-1-(naphthalene-2-sulfonyl)-pyrrolidine-2-carboxylic acid), CO (MeOH), Cl (HCl), CO (MeOH). Product: COC(=O)[C@H]1N(C[C@@H](C1)O)S(=O)(=O)C1=CC2=CC=CC=C2C=C1 ((2S,4R)-4-hydroxy-1-(naphthalene-2-sulfonyl)-pyrrolidine-2-carboxylic acid methyl ester). RXN SMILES: [OH:1][C@H:2]1[CH2:6][N:5]([S:7]([C:10]2[CH:19]=[CH:18][C:17]3[C:12](=[CH:13][CH:14]=[CH:15][CH:16]=3)[CH:11]=2)(=[O:9])=[O:8])[C@H:4]([C:20]([OH:22])=[O:21])[CH2:3]1.Cl.[CH3:24]O>>[CH3:24][O:21][C:20]([C@@H:4]1[CH2:3][C@@H:2]([OH:1])[CH2:6][N:5]1[S:7]([C:10]1[CH:19]=[CH:18][C:17]2[C:12](=[CH:13][CH:14]=[CH:15][CH:16]=2)[CH:11]=1)(=[O:8])=[O:9])=[O:22]. Reported procedure: 38.97 g (121.4 mmol) (2S,4R)-4-hydroxy-1-(naphthalene-2-sulfonyl)-pyrrolidine-2-carboxylic acid were dissolved in 97 ml MeOH and 64.5 ml 1.75 M (112.8 mmol) HCl in MeOH were added and the solution heated to reflux for 3 h and concentrated. Trituration with hexane yielded 41.4 g (quant.) (2S,4R)-4-hydroxy-1-(naphthalene-2-sulfonyl)-pyrrolidine-2-carboxylic acid methyl ester as brown solid, MS: 335 (MH+).